This data is from the Open Reaction Database (ORD), a public repository of structured organic reaction records. The task is: describe an organic reaction: reactants, conditions, products, and yield Starting materials: CC1=CC=2N(C=C1)C=C(N2)C=2C=CC1=C(NC(S1)=O)C2C (5-(7-methylimidazo[1,2-a]pyridin-2-yl)-methyl-2-benzothiazolinone), C=O (formaldehyde), CNC (dimethylamine), C(C)(=O)O (acetic acid). Solvent: CO (methanol). Conditions: time 3 hour. Yields the product CN(C)CC1=C(N=C2N1C=CC(=C2)C)C=2C=CC1=C(N(C(S1)=O)C)C2 (5-(3-dimethylaminomethyl-7-methylimidazo[1,2-a]pyridin-2-yl)-3-methyl-2-benzothiazolinone). Yield: 68.8%. Reaction SMILES: [CH3:1][C:2]1[CH:7]=[CH:6][N:5]2[CH:8]=[C:9]([C:11]3[CH:12]=[CH:13][C:14]4[S:18][C:17](=O)[NH:16][C:15]=4[C:20]=3C)[N:10]=[C:4]2[CH:3]=1.[CH2:22]=O.[CH3:24][NH:25][CH3:26].[C:27]([OH:30])(=O)C>CO>[CH3:24][N:25]([CH2:22][C:8]1[N:5]2[CH:6]=[CH:7][C:2]([CH3:1])=[CH:3][C:4]2=[N:10][C:9]=1[C:11]1[CH:12]=[CH:13][C:14]2[S:18][C:27](=[O:30])[N:16]([CH3:17])[C:15]=2[CH:20]=1)[CH3:26]. Procedure: The mixture of 5-(7-methylimidazo[1,2-a]pyridin-2-yl)-methyl-2-benzothiazolinone (1.9 g), 36% aqueous formaldehyde (1.07 g), 50% aqueous dimethylamine (1.16 g), acetic acid (772 mg) and methanol (10 ml) was stirred for 3 hours at 55°-60° C. The reaction mixture was concentrated under reduced pressure and the residue was dissolved in a mixture of lN hydrochloric acid (10 ml), water (10 ml) and ethyl acetate (30 ml). The separated aqueous layer was adjusted to pH 7 with 20% aqueous solution of pot... Reactants: BrC1=CC=C(C=C1)N1CCNCC1 (1-(4-bromophenyl)piperazine), C(OCC(=O)NC)(OC1=CC=C(C=C1)[N+](=O)[O-])=O (2-(methylamino)-2-oxoethyl 4-nitrophenyl carbonate). Solvent: ClCCCl (1,2-dichloroethane). Reaction conditions: temperature 65 celsius. The product is BrC1=CC=C(C=C1)N1CCN(CC1)C(=O)OCC(=O)NC (2-(methylamino)-2-oxoethyl 4-(4-bromophenyl)-1-piperazinecarboxylate). RXN SMILES: [Br:1][C:2]1[CH:7]=[CH:6][C:5]([N:8]2[CH2:13][CH2:12][NH:11][CH2:10][CH2:9]2)=[CH:4][CH:3]=1.[C:14](=O)([O:21]C1C=CC([N+]([O-])=O)=CC=1)[O:15][CH2:16][C:17]([NH:19][CH3:20])=[O:18]>ClCCCl>[Br:1][C:2]1[CH:3]=[CH:4][C:5]([N:8]2[CH2:13][CH2:12][N:11]([C:14]([O:15][CH2:16][C:17]([NH:19][CH3:20])=[O:18])=[O:21])[CH2:10][CH2:9]2)=[CH:6][CH:7]=1. Reported procedure: 1.17 g (4.85 mmol) of 1-(4-bromophenyl)piperazine are added to a solution of 1.47 g (4 mmol) of 2-(methylamino)-2-oxoethyl 4-nitrophenyl carbonate, obtained in step 2.1, in 18 ml of 1,2-dichloroethane. This reaction mixture is heated at 65° C. for 2.25 hours. The mixture is allowed to cool to room temperature and it is then concentrated under reduced pressure. The oily yellow residue is taken up in dichloromethane and washed successively with sodium hydroxide (1N), water, aqueous 5% citric acid ...